From a dataset of the Open Reaction Database (ORD), a public repository of structured organic reaction records. describe an organic reaction: reactants, conditions, products, and yield Reactants: FC(F)P(OCC)(OCC)=O (diethyl difluoromethylphosphonate), [Li+].CC(C)[N-]C(C)C (LDA), NC1=NC2=C(C=3C=C(C=NC13)CCC1=C(C=C(C=C1)OC)C)C=CC(=C2)C=O (5-amino-2-(4-methoxy-2-methylphenethyl)benzo[f][1,7]naphthyridine-8-carbaldehyde). Solvent: C1CCOC1 (THF), C1CCOC1 (THF). Run at temperature -78 celsius, time 25 minute. Yields the product NC1=NC2=C(C=3C=C(C=NC13)CCC1=C(C=C(C=C1)OC)C)C=CC(=C2)C(C(F)(F)P(OCC)(OCC)=O)O (diethyl 2-(5-amino-2-(4-methoxy-2-methylphenethyl)benzo[f][1,7]naphthyridin-8-yl)-1,1-difluoro-2-hydroxyethylphosphonate). Reaction SMILES: [F:1][CH:2]([P:4](=[O:11])([O:8][CH2:9][CH3:10])[O:5][CH2:6][CH3:7])[F:3].[Li+].CC([N-]C(C)C)C.[NH2:20][C:21]1[C:30]2[N:29]=[CH:28][C:27]([CH2:31][CH2:32][C:33]3[CH:38]=[CH:37][C:36]([O:39][CH3:40])=[CH:35][C:34]=3[CH3:41])=[CH:26][C:25]=2[C:24]2[CH:42]=[CH:43][C:44]([CH:46]=[O:47])=[CH:45][C:23]=2[N:22]=1>C1COCC1>[NH2:20][C:21]1[C:30]2[N:29]=[CH:28][C:27]([CH2:31][CH2:32][C:33]3[CH:38]=[CH:37][C:36]([O:39][CH3:40])=[CH:35][C:34]=3[CH3:41])=[CH:26][C:25]=2[C:24]2[CH:42]=[CH:43][C:44]([CH:46]([OH:47])[C:2]([P:4](=[O:11])([O:5][CH2:6][CH3:7])[O:8][CH2:9][CH3:10])([F:3])[F:1])=[CH:45][C:23]=2[N:22]=1 |f:1.2|. Reported procedure: To a solution of diethyl difluoromethylphosphonate (3.0 equiv.) in THF (0.3 M) at −78° C. under nitrogen atmosphere was added dropwise 2M LDA (3.0 equiv., commercial grade). The reaction was stirred at −78° C. for 25 min, and a solution of 5-amino-2-(4-methoxy-2-methylphenethyl)benzo[f][1,7]naphthyridine-8-carbaldehyde (2-2) (1.0 equiv.) in THF (0.1 M) was added slowly. The reaction was stirred at −78° C. for 1 hour, 0° C. for 1 hour, and then warmed to room temperature over 30 minutes. The reac... Reactants: BrC=1C=C2C=C(C=NC2=CC1)C=CC(=O)OC (Methyl 3-(6-bromoquinolin-3-yl)acrylate), O (water), BrC1=NC2=CC=CC=C2C=C1 (bromoquinoline), C(C)(=O)[O-].[K+] (potassium acetate), bis(4-(di-tert-butylphosphino)-N,N-dimethylbenzenamine)dichloropalladium (II). The solvent is C(C)O (ethanol). The product is C1(=C(C=CC=C1)C=1C=C2C=C(C=NC2=CC1)C=CC(=O)OC)C (methyl 3-(6-o-tolylquinolin-3-yl)acrylate). As a reaction SMILES: Br[C:2]1[CH:3]=[C:4]2[C:9](=[CH:10][CH:11]=1)[N:8]=[CH:7][C:6]([CH:12]=[CH:13][C:14]([O:16][CH3:17])=[O:15])=[CH:5]2.C([O-])(=O)C.[K+].O.BrC1C=[CH:33][C:32]2[C:27](=[CH:28][CH:29]=[CH:30][CH:31]=2)N=1>C(O)C>[C:32]1([CH3:33])[CH:27]=[CH:28][CH:29]=[CH:30][C:31]=1[C:2]1[CH:3]=[C:4]2[C:9](=[CH:10][CH:11]=1)[N:8]=[CH:7][C:6]([CH:12]=[CH:13][C:14]([O:16][CH3:17])=[O:15])=[CH:5]2 |f:1.2|. Reported procedure: 5-Bromo-2-nitrobenzaldehyde (6.03 g, 26.2 mmol) was dissolved in MeOH (200 mL) and treated with 5N HCl (10 mL). The mixture was heated to 70° C. and iron powder (7.32 g, 131 mmol) was added in five portions every 5 min. The reaction was monitored by TLC, and upon completion, the reaction was cooled, DCM (200 mL) added and filtered through a pad of celite. The filtrate was concentrated under reduced pressure to about 150 mL. To this material, a solution of 1,1,3,3-tetramethoxypropane (9.52 ml, 57... Reactants: C(=O)(O)[O-].[Na+] (NaHCO3), C(C(C)O)O (1,2-propanediol), C(C)(C)(C)NC(C(Cl)(Cl)Cl)=O (tert-butyl 2,2,2-trichloroacetamide), C1CCCCC1 (cyclohexane). The reagents and catalysts are [B] (boron). Reaction conditions: time 21 hour. The product is C(C)(C)(C)OC[C@H](CC1CCCCC1)O ((S)-1-(tert-Butoxy)-3-cyclohexyl-propan-2-ol), oil. The yield is 32.0%. Reaction SMILES: [CH2:1]([OH:5])[CH:2]([OH:4])[CH3:3].[C:6](NC(=O)C(Cl)(Cl)Cl)([CH3:9])([CH3:8])[CH3:7].C([O-])(O)=O.[Na+].[CH2:22]1[CH2:27][CH2:26][CH2:25][CH2:24][CH2:23]1>[B]>[C:6]([O:5][CH2:1][C@@H:2]([OH:4])[CH2:3][CH:22]1[CH2:27][CH2:26][CH2:25][CH2:24][CH2:23]1)([CH3:7])([CH3:8])[CH3:9] |f:2.3|. Reported procedure: (S)-1-(tert-Butoxy)-3-cyclohexyl-propan-2-ol was prepared according to the procedure described by Alan Armstrong et al., Tetrahedron Letters 1988, 29: 2483-2486. Three drops of boron trifuoride etherate were added to a solution of (S)-3-cylcolhexyl 1,2-propanediol (540 mg, 3.4 mmol) and tert-butyl 2,2,2-trichloroacetamide (670 μL, 3.8 mmol) in cyclohexane (7 mL) at ambient temperature. After stirring for 21 hours, a saturated solution of NaHCO3 was added to the reaction mixture and the mixture w... Starting materials: COc1ccc(C(=O)Cl)cc1, CC(C)N1CCC(COCC(N)c2ccccc2)CC1. Yields the product COc1ccc(C(=O)NC(COCC2CCN(C(C)C)CC2)c2ccccc2)cc1, Cl. As a reaction SMILES: [CH3:21][O:22][c:23]1[cH:24][cH:25][c:26]([C:27](=[O:28])[Cl:29])[cH:30][cH:31]1.[CH:1]([CH3:2])([CH3:3])[N:4]1[CH2:5][CH2:6][CH:7]([CH2:10][O:11][CH2:12][CH:13]([c:14]2[cH:15][cH:16][cH:17][cH:18][cH:19]2)[NH2:20])[CH2:8][CH2:9]1>>[CH:1]([CH3:2])([CH3:3])[N:4]1[CH2:5][CH2:6][CH:7]([CH2:10][O:11][CH2:12][CH:13]([c:14]2[cH:15][cH:16][cH:17][cH:18][cH:19]2)[NH:20][C:27]([c:26]2[cH:25][cH:24][c:23]([O:22][CH3:21])[cH:31][cH:30]2)=[O:28])[CH2:8][CH2:9]1.[ClH:29]. The reactants are N#CCBr, O=C([O-])[O-], CC(C)=O, Oc1cc(C(F)(F)F)ccc1F, [K+], [K+], O. Product: N#CCOc1cc(C(F)(F)F)ccc1F. RXN SMILES: [Br:23][CH2:24][C:25]#[N:26].[C:17](=[O:18])([O-:19])[O-:20].[CH3:13][C:14](=[O:15])[CH3:16].[F:1][c:2]1[c:3]([OH:12])[cH:4][c:5]([C:8]([F:9])([F:10])[F:11])[cH:6][cH:7]1.[K+:21].[K+:22].[OH2:27]>>[F:1][c:2]1[c:3]([O:12][CH2:24][C:25]#[N:26])[cH:4][c:5]([C:8]([F:9])([F:10])[F:11])[cH:6][cH:7]1. The reactants are FC1=C(N)C=CC=C1 (2-fluoroaniline), Cl (hydrochloric acid), C(=C)C(=O)C (Methyl vinyl ketone). The reagents and catalysts are O.O.O.O.O.O.[Fe](Cl)(Cl)Cl (iron (III) chloride hexahydrate), [Cl-].[Zn+2].[Cl-] (zinc (II) chloride). Run in C(C)O (ethanol). Reaction conditions: temperature 60 celsius. Product: FC=1C=CC=C2C(=CC=NC12)C (8-Fluoro-4-methyl quinoline). As a reaction SMILES: [F:1][C:2]1[CH:8]=[CH:7][CH:6]=[CH:5][C:3]=1[NH2:4].Cl.[CH:10]([C:12]([CH3:14])=O)=[CH2:11]>C(O)C.O.O.O.O.O.O.[Fe](Cl)(Cl)Cl.[Cl-].[Zn+2].[Cl-]>[F:1][C:2]1[CH:8]=[CH:7][CH:6]=[C:5]2[C:3]=1[N:4]=[CH:11][CH:10]=[C:12]2[CH3:14] |f:4.5.6.7.8.9.10,11.12.13|. Procedure: To a solution of 2-fluoroaniline (25 ml) in ethanol (185 ml) was added concentrated hydrochloric acid (21 ml), iron (III) chloride hexahydrate (111 g) and zinc (II) chloride (4.1 g) and the resulting mixture was heated to 60° C. Methyl vinyl ketone (25 ml) was added dropwise over 45 min. then the mixture was refluxed for 2 hrs. The reaction mixture was allowed to cool then evaporated under reduced pressure. The resulting oil was basified to pH 12 with 2M sodium hydroxide solution, filtered throu... Reaction conditions: temperature 70 celsius. Yields the product OC1=CC(CC(C1)C=1SC=CN1)=O (3-hydroxy-5-(2-thiazolyl)cyclohex-2-en-1-one). Reaction SMILES: C(OCC)(=O)[CH2:2][C:3](OCC)=[O:4].[Na].[S:13]1[CH:17]=[CH:16][N:15]=[C:14]1[CH:18]=[CH:19][C:20](=[O:22])[CH3:21].[OH-].[K+]>C(O)C>[OH:4][C:3]1[CH2:2][CH:18]([C:14]2[S:13][CH:17]=[CH:16][N:15]=2)[CH2:19][C:20](=[O:22])[CH:21]=1 |f:3.4,^1:11|. Solvent: C(C)O (ethanol), C(C)O (ethanol). The reactants are S1C(=NC=C1)C=CC(C)=O (1-(2-Thiazolyl)but-1-en-3-one), [OH-].[K+] (potassium hydroxide), C(CC(=O)OCC)(=O)OCC (Diethyl malonate), [Na] (sodium). Procedure: (i) Diethyl malonate (1.16 g) was added to a solution of sodium (158 mg) in dry absolute ethanol (10 ml) and the mixture was heated to reflux. 1-(2-Thiazolyl)but-1-en-3-one (1.0 g) in dry absolute ethanol (5 ml) was added dropwise to the solution. After refluxing for 2.5 hr, an aqueous potassium hydroxide solution (862 mg in 12 ml) was added and the mixture was extracted with diethyl ether. The aqueous layer was heated to 70° C. and neutralised with dilute hydrochloric acid and the water was the... RXN SMILES: Br[C:2]1[CH:3]=[CH:4][C:5]([N:8]2[CH2:12][C@H:11]([CH2:13][N:14]3[CH:18]=[C:17]([CH3:19])[N:16]=[N:15]3)[O:10][C:9]2=[O:20])=[N:6][CH:7]=1.C[Sn](C)(C)[C:23]1[S:27][C:26]([C:28]2[CH2:32][CH:31]([CH2:33][OH:34])[O:30][N:29]=2)=[CH:25][CH:24]=1.O1C=CC=C1P(C1OC=CC=1)C1OC=CC=1>C1C=CC(/C=C/C(/C=C/C2C=CC=CC=2)=O)=CC=1.C1C=CC(/C=C/C(/C=C/C2C=CC=CC=2)=O)=CC=1.C1C=CC(/C=C/C(/C=C/C2C=CC=CC=2)=O)=CC=1.C(Cl)(Cl)Cl.[Pd].[Pd]>[OH:34][CH2:33][CH:31]1[O:30][N:29]=[C:28]([C:26]2[S:27][C:23]([C:2]3[CH:3]=[CH:4][C:5]([N:8]4[CH2:12][C@H:11]([CH2:13][N:14]5[CH:18]=[C:17]([CH3:19])[N:16]=[N:15]5)[O:10][C:9]4=[O:20])=[N:6][CH:7]=3)=[CH:24][CH:25]=2)[CH2:32]1 |f:3.4.5.6.7.8|. The reagents and catalysts are C1=CC=C(C=C1)/C=C/C(=O)/C=C/C2=CC=CC=C2.C1=CC=C(C=C1)/C=C/C(=O)/C=C/C2=CC=CC=C2.C1=CC=C(C=C1)/C=C/C(=O)/C=C/C2=CC=CC=C2.C(Cl)(Cl)Cl.[Pd].[Pd] (tris(dibenzylideneacetone)-dipalladium (0)-chloroform adduct). The product is OCC1CC(=NO1)C1=CC=C(S1)C=1C=CC(=NC1)N1C(O[C@H](C1)CN1N=NC(=C1)C)=O ((5R)-3-(5-{5-[5-(Hydroxymethyl)-4,5-dihydroisoxazol-3-yl]thien-2-yl}pyrid-2-yl)-5-[(4-methyl-1H-1,2,3-triazol-1-yl)methyl]-1,3-oxazolidin-2-one). The yield is 28.3%. The reactants are BrC=1C=CC(=NC1)N1C(O[C@H](C1)CN1N=NC(=C1)C)=O ((5R)-3-(5-Bromopyrid-2-yl)-5-[(4-methyl-1H-1,2,3-triazol-1-yl)methyl]-1,3-oxazolidin-2-one), C[Sn](C1=CC=C(S1)C1=NOC(C1)CO)(C)C ({3-[5-(trimethylstannyl)thien-2-yl]-4,5-dihydroisoxazol-5-yl}methanol), O1C(=CC=C1)P(C=1OC=CC1)C=1OC=CC1 (tri-2-furylphosphine). Procedure: (5R)-3-(5-Bromopyrid-2-yl)-5-[(4-methyl-1H-1,2,3-triazol-1-yl)methyl]-1,3-oxazolidin-2-one (195 mg, 0.58 mM), {3-[5-(trimethylstannyl)thien-2-yl]-4,5-dihydroisoxazol-5-yl}methanol (200 mg, 0.58 mM), tris(dibenzylideneacetone)-dipalladium (0)-chloroform adduct (60 mg, 0.058 mM) and tri-2-furylphosphine (27 mg, 0.116 mM) were placed in a flask. The solids were degassed and placed under nitrogen. Anhydrous dioxane (5 ml) was added and the suspension was heated at 90° C. for 5 hours. The reaction mi... Run at temperature 90 celsius.